The task is: describe an organic reaction: reactants, conditions, products, and yield. This data is from the Open Reaction Database (ORD), a public repository of structured organic reaction records. Reactants: CCOP(=O)(CC#N)OCC, C1CCOC1, COc1cccc(C(=O)c2cccc(OC)c2)c1, C[Si](C)(C)[N-][Si](C)(C)C, COc1cccc(C(=CC#N)c2cc(OC)cc(OC)c2)c1, [Li+]. RXN SMILES: [CH2:19]([O:20][P:21]([CH2:22][C:23]#[N:24])(=[O:25])[O:26][CH2:27][CH3:28])[CH3:29].[CH2:62]1[O:63][CH2:64][CH2:65][CH2:66]1.[CH3:1][O:2][c:3]1[cH:4][c:5]([C:6]([c:7]2[cH:8][cH:9][cH:10][c:11]([O:12][CH3:13])[cH:14]2)=[O:15])[cH:16][cH:17][cH:18]1.[CH3:30][Si:31]([N-:32][Si:33]([CH3:34])([CH3:35])[CH3:36])([CH3:37])[CH3:38].[CH3:40][O:41][c:42]1[cH:43][c:44]([C:50](=[CH:51][C:52]#[N:53])[c:54]2[cH:55][c:56]([O:60][CH3:61])[cH:57][cH:58][cH:59]2)[cH:45][c:46]([O:48][CH3:49])[cH:47]1.[Li+:39]>>[CH3:40][O:41][c:42]1[cH:43][c:44]([C:50](=[CH:51][C:52]#[N:53])[c:54]2[cH:55][c:56]([O:60][CH3:61])[cH:57][cH:58][cH:59]2)[cH:45][cH:46][cH:47]1. Yields the product COc1cccc(C(=CC#N)c2cccc(OC)c2)c1. Starting materials: NC(=O)N (urea), NC(=O)N (urea), polyol-melamine, N1C(=O)NC(=O)NC1=O (isocyanuric acid), NC(=O)N (urea), N1=C(N)N=C(N)N=C1N (melamine), N1C(=O)NC(=O)NC1=O (isocyanuric acid). Conditions: time 1 minute. Product: C1(=NC(=NC(=N1)N)N)N.C1(=O)NC(=O)NC(=O)N1 (melamine cyanurate). As a reaction SMILES: NC(N)=O.[NH:5]1[C:12](=[O:13])[NH:11][C:9](=[O:10])[NH:8][C:6]1=[O:7].[N:14]1[C:21]([NH2:22])=[N:20][C:18]([NH2:19])=[N:17][C:15]=1[NH2:16]>>[C:15]1([NH2:16])[N:17]=[C:18]([NH2:19])[N:20]=[C:21]([NH2:22])[N:14]=1.[C:6]1([NH:8][C:9](=[O:10])[NH:11][C:12](=[O:13])[NH:5]1)=[O:7] |f:3.4|. Procedure details: As the urea granules continued to roll a thin layer of the MDI-isocyanuric acid liquid was sprayed onto the urea, amounting to 40.0 grams. One minute time was allowed for the reaction of the MDI with the urea, and then polyol-melamine amounting to 40.0 grams was sprayed on top of the MDI-isocyanuric layer. The layers were allowed 1 minute at 95° C. to react. The melamine and isocyanuric acid reacted to form very fine particles of melamine cyanurate and the MDI and polyol reacted and polymerized ... Isolated yield 84.0%. The product is COC(=O)C1CN(C(C1)=O)C1=CC=C(C=C1)OO ((RS)-1-(4-hydroxyoxy-phenyl)-5-oxo-pyrrolidine-3-carboxylic acid methyl ester). Reported procedure: In a 10 14-necked flask equipped with a reflux condenser, a thermometer, and a mechanical stirrer, the crude (RS)-1-(4-hydroxyoxy-phenyl)-5-oxo-pyrrolidine-3-carboxylic acid is dissolved in a mixture of 5000 ml of methanol, 24 ml of concentrated sulfuric acid and 400 ml of 2,2-dimethoxypropane and stirred under reflux during 2 h. For the working-up, the reaction solution is reduced to half of its volume by distillation, then transferred into a 20 l vessel. Under stirring at 40° C., a mixture of ... Reaction SMILES: [OH:1][O:2][C:3]1[CH:8]=[CH:7][C:6]([N:9]2[C:13](=[O:14])[CH2:12][CH:11]([C:15]([OH:17])=[O:16])[CH2:10]2)=[CH:5][CH:4]=1.[CH3:18]O>S(=O)(=O)(O)O.COC(OC)(C)C>[CH3:18][O:16][C:15]([CH:11]1[CH2:12][C:13](=[O:14])[N:9]([C:6]2[CH:5]=[CH:4][C:3]([O:2][OH:1])=[CH:8][CH:7]=2)[CH2:10]1)=[O:17]. The reactants are OOC1=CC=C(C=C1)N1CC(CC1=O)C(=O)O ((RS)-1-(4-hydroxyoxy-phenyl)-5-oxo-pyrrolidine-3-carboxylic acid), CO (methanol). Solvent: S(O)(O)(=O)=O (sulfuric acid), COC(C)(C)OC (2,2-dimethoxypropane). The solvent is C1CCOC1 (THF). Reported procedure: 1-Oxiranylmethyl-4-hydroxy-indole: A mixture of 4-benzyloxyindole (223 mg, 1.0 mmol), 2-bromomethyl-oxirane (168 mg, 1.2 mmol) and 60% sodium hydride (60 mg, 1.5 mmol) in 5 mL THF was refluxed overnight. The solution was poured into NaHCO3 saturated solution (20 mL) and extracted with EtOAc. The organic layer was separated, washed with brine and dried over Na2SO4. The solvent was removed in vacuo. The crude material was purified by column chromatography (1:4, hexane:ethyl acetate) to yield 200 m... RXN SMILES: [O:1]1[CH2:3][CH:2]1[CH2:4][N:5]1[C:13]2[C:8](=[C:9]([OH:14])[CH:10]=[CH:11][CH:12]=2)[CH:7]=[CH:6]1.[CH2:15](OC1C=CC=C2C=1C=CN2)[C:16]1[CH:21]=[CH:20][CH:19]=[CH:18][CH:17]=1.BrCC1CO1.[H-].[Na+].C([O-])(O)=O.[Na+]>C1COCC1>[CH2:15]([O:14][C:9]1[CH:10]=[CH:11][CH:12]=[C:13]2[C:8]=1[CH:7]=[CH:6][N:5]2[CH2:4][CH:2]1[CH2:3][O:1]1)[C:16]1[CH:21]=[CH:20][CH:19]=[CH:18][CH:17]=1 |f:3.4,5.6|. Product: C(C1=CC=CC=C1)OC1=C2C=CN(C2=CC=C1)CC1OC1 (4-benzyloxy-1-oxiranylmethylindole). Starting materials: O1C(C1)CN1C=CC2=C(C=CC=C12)O (1-Oxiranylmethyl-4-hydroxy-indole), C(C1=CC=CC=C1)OC1=C2C=CNC2=CC=C1 (4-benzyloxyindole), BrCC1OC1 (2-bromomethyl-oxirane), [H-].[Na+] (sodium hydride), C(=O)(O)[O-].[Na+] (NaHCO3).